Dataset: the Open Reaction Database (ORD), a public repository of structured organic reaction records. Task: describe an organic reaction: reactants, conditions, products, and yield Starting materials: ClC1=NC=CC=C1OC[C@H]1OC1 (2-chloro-3-[[(2S)-oxiran-2-yl]methoxy]pyridine), O.[N-]=[N+]=[N-].[Na+] (water sodium azide), [N-]=[N+]=[N-].[Na+] (sodium azide). Solvent: O1CCOCC1 (1,4-dioxane), O1CCOCC1 (dioxane), O (water). Conditions: temperature 90 celsius, time 1 hour. Product: N(=[N+]=[N-])C[C@@H](COC=1C(=NC=CC1)Cl)O ((2S)-1-Azido-3-[(2-chloro-3-pyridyl)oxy]propan-2-ol). Isolated yield 100.3%. As a reaction SMILES: [N-:1]=[N+:2]=[N-:3].[Na+].[Cl:5][C:6]1[C:11]([O:12][CH2:13][C@@H:14]2[CH2:16][O:15]2)=[CH:10][CH:9]=[CH:8][N:7]=1.O.[N-]=[N+]=[N-].[Na+]>O.O1CCOCC1>[N:1]([CH2:16][C@H:14]([OH:15])[CH2:13][O:12][C:11]1[C:6]([Cl:5])=[N:7][CH:8]=[CH:9][CH:10]=1)=[N+:2]=[N-:3] |f:0.1,3.4.5|. Reported procedure: Dissolve sodium azide (22.84 g, 351.3 mmol) in water (195 mL). Separately, dissolve 2-chloro-3-[[(2S)-oxiran-2-yl]methoxy]pyridine (32.6 g, 175.6 mmol) in 1,4-dioxane (800 mL). Slowly add the water/sodium azide solution to the dioxane solution; heat to 90° C.; and stir for 1 hour. Cool the mixture and concentrate it under reduced pressure. Add water; extract with EtOAc (2×); combine the extracts; dry the combined extracts over Na2SO4; filter; and collect the filtrate. Remove the solvents under r... The product is Cl.Cl.ClC=1C=C2C(=CNC2=CC1)C=1CCN(CC1)C1CCC(CC1)(C1=CC=CC=C1)N(C)C (4-[4-(5-chloro-1H-indol-3-yl)-3,6-dihydro-2H-pyridine-1-yl]-1-phenylcyclohexyldimethylamine dihydrochloride). Starting materials: Cl (hydrochloride), ClC=1C=C2C(=CNC2=CC1)C=1CCN(CC1)C1CCC(CC1)(C1=CC=CC=C1)N(C)C (4-[4-(5-chloro-1H-indol-3-yl)-3,6-dihydro-2H-pyridine-1-yl]-1-phenylcyclohexyldimethylamine), Cl[Si](C)(C)C (chlorotrimethylsilane). As a reaction SMILES: Cl.[Cl:2][C:3]1[CH:4]=[C:5]2[C:9](=[CH:10][CH:11]=1)[NH:8][CH:7]=[C:6]2[C:12]1[CH2:13][CH2:14][N:15]([CH:18]2[CH2:23][CH2:22][C:21]([N:30]([CH3:32])[CH3:31])([C:24]3[CH:29]=[CH:28][CH:27]=[CH:26][CH:25]=3)[CH2:20][CH2:19]2)[CH2:16][CH:17]=1.[Cl:33][Si](C)(C)C>CC(CC)=O>[ClH:2].[ClH:33].[Cl:2][C:3]1[CH:4]=[C:5]2[C:9](=[CH:10][CH:11]=1)[NH:8][CH:7]=[C:6]2[C:12]1[CH2:13][CH2:14][N:15]([CH:18]2[CH2:23][CH2:22][C:21]([N:30]([CH3:32])[CH3:31])([C:24]3[CH:29]=[CH:28][CH:27]=[CH:26][CH:25]=3)[CH2:20][CH2:19]2)[CH2:16][CH:17]=1 |f:4.5.6|. Reported procedure: To prepare the hydrochloride the diastereoisomer mixture of 4-[4-(5-chloro-1H-indol-3-yl)-3,6-dihydro-2H-pyridine-1-yl]-1-phenylcyclohexyldimethylamine (340 mg, 0.79 mmole) was dissolved in ethyl methyl ketone (5 ml) and chlorotrimethylsilane (255 μL, 2.0 mmole) was added. The solid thereby formed was filtered off and dried. The hydrochloride was thereby obtained in a yield of 170 mg (46%) as a colourless solid (Example 55) with an m.p. of 210°-212° C. The solvent is CC(=O)CC (ethyl methyl ketone).